This data is from the Open Reaction Database (ORD), a public repository of structured organic reaction records. The task is: describe an organic reaction: reactants, conditions, products, and yield Starting materials: [Li]C(C)(C)C, C1CCOC1, [Cl-], COC(=O)c1cc(CO)ccc1-c1ccccc1F, [NH4+]. The product is CC(C)(C)C(=O)c1cc(CO)ccc1-c1ccccc1F. RXN SMILES: [C:20]([CH3:21])([CH3:22])([CH3:23])[Li:24].[CH2:27]1[O:28][CH2:29][CH2:30][CH2:31]1.[Cl-:25].[F:1][c:2]1[c:3](-[c:8]2[c:9]([C:16]([O:18][CH3:17])=[O:19])[cH:10][c:11]([CH2:14][OH:15])[cH:12][cH:13]2)[cH:4][cH:5][cH:6][cH:7]1.[NH4+:26]>>[F:1][c:2]1[c:3](-[c:8]2[c:9]([C:16](=[O:18])[C:20]([CH3:21])([CH3:22])[CH3:23])[cH:10][c:11]([CH2:14][OH:15])[cH:12][cH:13]2)[cH:4][cH:5][cH:6][cH:7]1.